This data is from the Open Reaction Database (ORD), a public repository of structured organic reaction records. The task is: describe an organic reaction: reactants, conditions, products, and yield Starting materials: B, CC(C)OB(OC(C)C)C(C)(C)C, [Li]C. Product: CB(OC(C)C)C(C)(C)C. Reaction SMILES: [B:16].[C:3]([CH3:4])([CH3:5])([CH3:6])[B:7]([O:8][CH:9]([CH3:10])[CH3:11])[O:12][CH:13]([CH3:14])[CH3:15].[Li:1][CH3:2]>>[CH3:2][B:7]([C:3]([CH3:4])([CH3:5])[CH3:6])[O:8][CH:9]([CH3:10])[CH3:11].